From a dataset of the Open Reaction Database (ORD), a public repository of structured organic reaction records. describe an organic reaction: reactants, conditions, products, and yield Yields the product CC(C)(C)OC(=O)NCC1CN(C(=O)OC2C3CC4CC(C3)CC2C4)C1. The reactants are O=C(Cl)OC1C2CC3CC(C2)CC1C3, ClCCl, Cl, CC(C)(C)OC(=O)NCC1CNC1. As a reaction SMILES: [Cl:14][C:15](=[O:16])[O:17][CH:18]1[CH:19]2[CH2:20][CH:21]3[CH2:22][CH:23]([CH2:24][CH:25]1[CH2:26]3)[CH2:27]2.[Cl:28][CH2:29][Cl:30].[ClH:31].[NH:1]1[CH2:2][CH:3]([CH2:5][NH:6][C:7]([O:8][C:9]([CH3:10])([CH3:11])[CH3:12])=[O:13])[CH2:4]1>>[N:1]1([C:15](=[O:16])[O:17][CH:18]2[CH:19]3[CH2:20][CH:21]4[CH2:22][CH:23]([CH2:24][CH:25]2[CH2:26]4)[CH2:27]3)[CH2:2][CH:3]([CH2:5][NH:6][C:7]([O:8][C:9]([CH3:10])([CH3:11])[CH3:12])=[O:13])[CH2:4]1. Product: C(C)OC(C=C(C1=CC=CC=C1)C=1C=C2C(=NNC2=CC1)OC)=O (3-(3-Methoxy-1H-indazol-5-yl)-3-phenyl-acrylic acid ethyl ester). The reactants are BrC=1C=C2C(=NNC2=CC1)OC (5-bromo-3-methoxy-1H-indazole), C(C)OC(C=C(C1=CC=CC=C1)C1=C2C=CNC2=C(C=C1)OC)=O (3-(7-Methoxy-1H-Indol-4-yl)-3-phenyl-acrylic acid ethyl ester). Reaction SMILES: Br[C:2]1[CH:3]=[C:4]2[C:8](=[CH:9][CH:10]=1)[NH:7][N:6]=[C:5]2[O:11][CH3:12].[CH2:13]([O:15][C:16](=[O:36])[CH:17]=[C:18](C1C=CC(OC)=C2C=1C=CN2)[C:19]1[CH:24]=[CH:23][CH:22]=[CH:21][CH:20]=1)[CH3:14]>>[CH2:13]([O:15][C:16](=[O:36])[CH:17]=[C:18]([C:2]1[CH:3]=[C:4]2[C:8](=[CH:9][CH:10]=1)[NH:7][N:6]=[C:5]2[O:11][CH3:12])[C:19]1[CH:24]=[CH:23][CH:22]=[CH:21][CH:20]=1)[CH3:14]. Procedure details: 3-(3-Methoxy-1H-indazol-5-yl)-3-phenyl-acrylic acid ethyl ester CCXI was prepared from 5-bromo-3-methoxy-1H-indazole, using the procedure described for preparation of 3-(7-Methoxy-1H-Indol-4-yl)-3-phenyl-acrylic acid ethyl ester LIII (Example 13). Starting materials: CC(C)(C)OC(=O)N1CCCN(C(=O)C2CCOCC2)CC1, ClCCl, O=C(O)C(F)(F)F. Product: O=C(C1CCOCC1)N1CCCNCC1. RXN SMILES: [C:1]([O:2][C:3](=[O:4])[N:8]1[CH2:9][CH2:10][N:11]([C:15](=[O:16])[CH:17]2[CH2:18][CH2:19][O:20][CH2:21][CH2:22]2)[CH2:12][CH2:13][CH2:14]1)([CH3:5])([CH3:6])[CH3:7].[Cl:30][CH2:31][Cl:32].[OH:23][C:24]([C:25]([F:26])([F:27])[F:28])=[O:29]>>[NH:8]1[CH2:9][CH2:10][N:11]([C:15](=[O:16])[CH:17]2[CH2:18][CH2:19][O:20][CH2:21][CH2:22]2)[CH2:12][CH2:13][CH2:14]1. Starting materials: NC1=C(C=CC(=C1)Cl)S(=O)(=O)N (2-amino-4-chlorobenzenesulfonamide), C(C)(CC)N=C=S (sec-butyl isothiocyanate). Run in C(C)(=O)OCC (ethyl acetate). Reaction conditions: temperature 150 celsius. Yields the product C(C)(CC)NC1=NS(C2=C(N1)C=C(C=C2)Cl)(=O)=O (3-sec-Butylamino-6-chloro-4H-1,2,4-benzothiadiazine 1,1-dioxide). Isolated yield 6.9%. Reaction SMILES: [NH2:1][C:2]1[CH:7]=[C:6]([Cl:8])[CH:5]=[CH:4][C:3]=1[S:9]([NH2:12])(=[O:11])=[O:10].[CH:13]([N:17]=[C:18]=S)([CH2:15][CH3:16])[CH3:14]>C(OCC)(=O)C>[CH:13]([NH:17][C:18]1[NH:1][C:2]2[CH:7]=[C:6]([Cl:8])[CH:5]=[CH:4][C:3]=2[S:9](=[O:11])(=[O:10])[N:12]=1)([CH2:15][CH3:16])[CH3:14]. Procedure details: A mixture of 2-amino-4-chlorobenzenesulfonamide (2.1 g, 10.16 mmol) and sec-butyl isothiocyanate (5.0 ml, 40.9 mmol) was heated at 150° C. for 4 h. The mixture was allowed to cool and then stirred with 25 ml of ethyl acetate for 1 h. The precipitate was isolated by filtration and recrystallised from ethanol to give 201 mg (7%) of the title compound as white crystals; m.p. 242-245° C.; 1H-NMR (DMSO-d6): δ 0.89 (t, 3H, CH2CH3), 1.15 (d, 3H, CHCH3), 1.50 (m, 2H, CH2), 3.76 (m, 1H, CH), 7.19 (br.s, ... The reactants are carbamic acid aryl ester, C(N)(=O)Cl (carbamic acid chloride), solution 405, C1(=CC=CC=C1)O (phenol), C1(=CC=CC=C1)O (phenol). Run in ClC1=CC=CC=C1 (chlorobenzene). The product is CN=C=O (methyl isocyanate), C1(=CC=CC=C1)O (phenol), C1(=CC=CC=C1)OC(N)=O (carbamic acid phenyl ester), solution 106. Reaction SMILES: [C:1](Cl)(=[O:3])[NH2:2].[C:5]1([OH:11])[CH:10]=[CH:9][CH:8]=[CH:7][CH:6]=1>ClC1C=CC=CC=1>[CH3:5][N:2]=[C:1]=[O:3].[C:5]1([OH:11])[CH:10]=[CH:9][CH:8]=[CH:7][CH:6]=1.[C:5]1([O:11][C:1](=[O:3])[NH2:2])[CH:10]=[CH:9][CH:8]=[CH:7][CH:6]=1. Procedure: Example 2 is modified to the effect that the N-methyl-carbamic acid chloride solution described in Example 2 as solution 302 is freed by distillation from free methylisocyanate 411 prior to the reaction with phenol, so that 523 g per hour of a 50% by weight solution of carbamic acid chloride in chlorobenzene, corresponding to 2.8 mol of carbamic acid chloride, are produced in the side stream 404 and 1495 g per hour of pure chlorobenzene are produced in the sump 403. The concentrated carbamic aci...